From a dataset of the Open Reaction Database (ORD), a public repository of structured organic reaction records. describe an organic reaction: reactants, conditions, products, and yield Reactants: CCO, CCOC(=O)CCC(CC(=O)c1ccc([N+](=O)[O-])cc1)C(=O)OCC. Yields the product CCOC(=O)CCC(CC(=O)c1ccc(N)cc1)C(=O)OCC. As a reaction SMILES: [CH3:26][CH2:27][OH:28].[N+:1]([O-:2])(=[O:3])[c:4]1[cH:5][cH:6][c:7]([C:10]([CH2:11][CH:12]([C:13](=[O:14])[O:15][CH2:16][CH3:17])[CH2:18][CH2:19][C:20](=[O:21])[O:22][CH2:23][CH3:24])=[O:25])[cH:8][cH:9]1>>[NH2:1][c:4]1[cH:5][cH:6][c:7]([C:10]([CH2:11][CH:12]([C:13](=[O:14])[O:15][CH2:16][CH3:17])[CH2:18][CH2:19][C:20](=[O:21])[O:22][CH2:23][CH3:24])=[O:25])[cH:8][cH:9]1. The reactants are O=C([O-])[O-], C=CCCl, CC1(C)NC(=O)NC1=O, CN(C)C=O, [K+], [K+]. Product: C=CCN1C(=O)NC(C)(C)C1=O. As a reaction SMILES: [C:14](=[O:15])([O-:16])[O-:17].[CH2:10]([CH:11]=[CH2:12])[Cl:13].[CH3:1][C:2]1([CH3:9])[C:3](=[O:8])[NH:4][C:5](=[O:7])[NH:6]1.[CH3:20][N:21]([CH3:22])[CH:23]=[O:24].[K+:18].[K+:19]>>[CH3:1][C:2]1([CH3:9])[C:3](=[O:8])[N:4]([CH2:12][CH:11]=[CH2:10])[C:5](=[O:7])[NH:6]1. Reactants: NC1=C(SC2=C1C=CC=C2)C(=O)OCC (3-Amino-2-carboethoxy-benzothiophene), C(C)(=O)OC=O (formic acetic anhydride), CSC (DMS). Yields the product CNC1=C(SC2=C1C=CC=C2)C(=O)OCC (3-(N-Methyamino)-2-carboethoxy-benzothiophene). Reaction SMILES: [NH2:1][C:2]1[C:6]2[CH:7]=[CH:8][CH:9]=[CH:10][C:5]=2[S:4][C:3]=1[C:11]([O:13][CH2:14][CH3:15])=[O:12].[C:16](OC=O)(=O)C.CSC>>[CH3:16][NH:1][C:2]1[C:6]2[CH:7]=[CH:8][CH:9]=[CH:10][C:5]=2[S:4][C:3]=1[C:11]([O:13][CH2:14][CH3:15])=[O:12]. Procedure details: 3-Amino-2-carboethoxy-benzothiophene (1.11 g, 5 mmol) was reacted with formic acetic anhydride followed by reduction by BH3.DMS, using the procedure described by Krishmanurthy in Tetrahedron Lett, 23:33 15-8 (1982), to yield 0.59 g of the title compound as a light yellow solid. 1H NMR (300 MHz, CDCl3) δ 1.39 (t, 3H), 3.41 (d, 3H), 4.33 (q, 2H), 7.28 (t, 1H), 7.41 (t, 1H), 7.53 (br s, 1H) (d, 1H), 8.18 (d, 1H). The reactants are C([O-])(O)=O.[Na+] (sodium bicarbonate), CC1=C(C2=C(C=C(O2)C(CN2CCOCC2)=O)C=C1OC(C)=O)C (acetic acid 6,7-dimethyl-2-(2-morpholin4-yl-acetyl)-benzofuran-5-yl ester). Run in CO (MeOH). Run at time 8 hour. Product: OC=1C(=C(C2=C(C=C(O2)C(CN2CCOCC2)=O)C1)C)C (1-(5-hydroxy-6,7-dimethyl-benzofuran-2-yl)-2-morpholin-4-yl-ethanone). The yield is 54.8%. As a reaction SMILES: [CH3:1][C:2]1[C:19]([O:20]C(=O)C)=[CH:18][C:5]2[CH:6]=[C:7]([C:9](=[O:17])[CH2:10][N:11]3[CH2:16][CH2:15][O:14][CH2:13][CH2:12]3)[O:8][C:4]=2[C:3]=1[CH3:24].C(=O)(O)[O-].[Na+]>CO>[OH:20][C:19]1[C:2]([CH3:1])=[C:3]([CH3:24])[C:4]2[O:8][C:7]([C:9](=[O:17])[CH2:10][N:11]3[CH2:16][CH2:15][O:14][CH2:13][CH2:12]3)=[CH:6][C:5]=2[CH:18]=1 |f:1.2|. Procedure: A solution of acetic acid 6,7-dimethyl-2-(2-morpholin4-yl-acetyl)-benzofuran-5-yl ester (23 mg), prepared as in Example 17, in MeOH (10 mL) was stirred while sodium bicarbonate (10 mg) was added. Then the mixture was stirred at RT overnight, followed by evaporation to dryness. The residue was purified by silica gel column, eluting with 5% MeOH in dichloromethane to give 11 mg of 1-(5-hydroxy-6,7-dimethyl-benzofuran-2-yl)-2-morpholin-4-yl-ethanone as an oil. Conversion into HCl salt gave a yellow...